Dataset: the Open Reaction Database (ORD), a public repository of structured organic reaction records. Task: describe an organic reaction: reactants, conditions, products, and yield Reactants: [CH2-]C(=O)C.S(=O)(=O)(C)OC[C@@H](CO)O ((2R)-3-mesyloxy-1,2-propanediol acetonide), C(C1=CC=CC=C1)OC1=CC=C(C=C1)O (4-benzyloxyphenol). Run in O (water), CS(=O)C (dimethylsulfoxide), [OH-].[Na+] (sodium hydroxide), [OH-].[Na+] (sodium hydroxide). Yields the product [CH2-]C(=O)C.C(C1=CC=CC=C1)OC1=CC=C(OC[C@H](CO)O)C=C1 ((2S)-3-(4-benzyloxyphenoxy)-1,2-propanediol acetonide). As a reaction SMILES: [CH2-:1][C:2]([CH3:4])=[O:3].S([O:9][CH2:10][C@H:11]([OH:14])[CH2:12][OH:13])(C)(=O)=O.[CH2:15]([O:22][C:23]1[CH:28]=[CH:27][C:26](O)=[CH:25][CH:24]=1)[C:16]1[CH:21]=[CH:20][CH:19]=[CH:18][CH:17]=1>O.CS(C)=O.[OH-].[Na+]>[CH2-:1][C:2]([CH3:4])=[O:3].[CH2:15]([O:22][C:23]1[CH:28]=[CH:27][C:26]([O:9][CH2:10][C@@H:11]([OH:14])[CH2:12][OH:13])=[CH:25][CH:24]=1)[C:16]1[CH:21]=[CH:20][CH:19]=[CH:18][CH:17]=1 |f:0.1,5.6,7.8|. Reported procedure: A solution of sodium hydroxide (39 g) in 200 ml water added to a rapidly stirred solution of (2R)-3-mesyloxy-1,2-propanediol acetonide (172.1 g) and 4-benzyloxyphenol (200 g) in 1.5 L dimethylsulfoxide, and the reaction was heated on a steam bath for 3 hours. The cooled solution was diluted with 1 L 1N sodium hydroxide solution and the resulting solids were washed with dilute sodium hydroxide solution with water. The air-dried solids were taken up in benzene (2 L) and the solution was dried over...